This data is from the Open Reaction Database (ORD), a public repository of structured organic reaction records. The task is: describe an organic reaction: reactants, conditions, products, and yield Starting materials: CC[SiH](CC)CC, O=C1Nc2cccc(Cl)c2C1(O)c1cc2c(cc1O)OCO2, ClCCl, O=C(O)C(F)(F)F. Yields the product O=C1Nc2cccc(Cl)c2C1c1cc2c(cc1O)OCO2. As a reaction SMILES: [CH2:30]([SiH:31]([CH2:32][CH3:33])[CH2:34][CH3:35])[CH3:36].[Cl:1][c:2]1[c:3]2[c:7]([cH:8][cH:9][cH:10]1)[NH:6][C:5](=[O:11])[C:4]2([c:12]1[cH:13][c:14]2[c:15]([cH:19][c:20]1[OH:21])[O:16][CH2:17][O:18]2)[OH:22].[Cl:37][CH2:38][Cl:39].[OH:23][C:24]([C:25]([F:26])([F:27])[F:28])=[O:29]>>[Cl:1][c:2]1[c:3]2[c:7]([cH:8][cH:9][cH:10]1)[NH:6][C:5](=[O:11])[CH:4]2[c:12]1[cH:13][c:14]2[c:15]([cH:19][c:20]1[OH:21])[O:16][CH2:17][O:18]2. Starting materials: CC(O)C1(c2ccc(F)cc2F)CO1, CC(n1nccn1)C1(c2ccc(F)cc2F)CO1, c1c[nH]nn1. Product: CC(n1ccnn1)C1(c2ccc(F)cc2F)CO1. As a reaction SMILES: [F:1][c:2]1[c:3]([C:9]2([CH:12]([CH3:13])[OH:14])[O:10][CH2:11]2)[cH:4][cH:5][c:6]([F:8])[cH:7]1.[F:20][c:21]1[cH:22][c:23]([F:24])[cH:25][cH:26][c:27]1[C:28]1([CH:29]([n:30]2[n:31][cH:32][cH:33][n:34]2)[CH3:35])[CH2:36][O:37]1.[nH:15]1[n:16][n:17][cH:18][cH:19]1>>[F:1][c:2]1[c:3]([C:9]2([CH:12]([CH3:13])[n:15]3[n:16][n:17][cH:18][cH:19]3)[O:10][CH2:11]2)[cH:4][cH:5][c:6]([F:8])[cH:7]1.